This data is from the Open Reaction Database (ORD), a public repository of structured organic reaction records. The task is: describe an organic reaction: reactants, conditions, products, and yield Starting materials: O=C([O-])O, C=O, C#CCO, C1COCCO1, [Cu+2], Cc1ccc(CC2CNCCN2C(=O)c2cc(C(F)(F)F)cc(C(F)(F)F)c2)cc1C, [I-], [K+], [Na+], O, O, O, O, O, O=S(=O)([O-])[O-]. Yields the product Cc1ccc(CC2CN(CC#CCO)CCN2C(=O)c2cc(C(F)(F)F)cc(C(F)(F)F)c2)cc1C. Reaction SMILES: [C:40](=[O:41])([O-:42])[OH:43].[CH2:1]=[O:2].[CH2:34]([C:35]#[CH:36])[OH:37].[CH2:45]1[O:46][CH2:47][CH2:48][O:49][CH2:50]1.[Cu+2:61].[F:3][C:4]([c:5]1[cH:6][c:7]([C:8](=[O:9])[N:10]2[CH:11]([CH2:16][c:17]3[cH:18][c:19]([CH3:24])[c:20]([CH3:23])[cH:21][cH:22]3)[CH2:12][NH:13][CH2:14][CH2:15]2)[cH:25][c:26]([C:28]([F:29])([F:30])[F:31])[cH:27]1)([F:32])[F:33].[I-:39].[K+:38].[Na+:44].[OH2:51].[OH2:52].[OH2:53].[OH2:54].[OH2:55].[S:56]([O-:57])([O-:58])(=[O:59])=[O:60]>>[F:3][C:4]([c:5]1[cH:6][c:7]([C:8](=[O:9])[N:10]2[CH:11]([CH2:16][c:17]3[cH:18][c:19]([CH3:24])[c:20]([CH3:23])[cH:21][cH:22]3)[CH2:12][N:13]([CH2:40][C:36]#[C:35][CH2:34][OH:37])[CH2:14][CH2:15]2)[cH:25][c:26]([C:28]([F:29])([F:30])[F:31])[cH:27]1)([F:32])[F:33]. The reactants are Cl.N1CC(C1)C1=CC2=C(C3=NC(=CN3CCO2)C=2N(N=CN2)C(C)C)C=C1 (8-Azetidin-3-yl-2-(2-isopropyl-2H-[1,2,4]triazol-3-yl)-4,5-dihydro-6-oxa-1,3a-diaza-benzo[e]azulene hydrochloride), [O-]P(=O)([O-])[O-].[Na+].[Na+].[Na+] (sodium phosphate tribasic), CNC(CCl)=O (N-methyl-2-chloro acetamide). Solvent: CN1CCCC1=O (NMP), CN1CCCC1=O (NMP). Yields the product C(C)(C)N1N=CN=C1C=1N=C2N(CCOC3=C2C=CC(=C3)C3CN(C3)CC(=O)NC)C1 (2-(3-(2-(1-isopropyl-1H-1,2,4-triazol-5-yl)-5,6-dihydrobenzo[f]imidazo[1,2-d][1,4]oxazepin-9-yl)azetidin-1-yl)-N-methylacetamide). Yield: 28.5%. RXN SMILES: Cl.[NH:2]1[CH2:5][CH:4]([C:6]2[CH:27]=[CH:26][C:9]3[C:10]4[N:14]([CH2:15][CH2:16][O:17][C:8]=3[CH:7]=2)[CH:13]=[C:12]([C:18]2[N:19]([CH:23]([CH3:25])[CH3:24])[N:20]=[CH:21][N:22]=2)[N:11]=4)[CH2:3]1.[O-]P([O-])([O-])=O.[Na+].[Na+].[Na+].[CH3:36][NH:37][C:38](=[O:41])[CH2:39]Cl>CN1C(=O)CCC1>[CH:23]([N:19]1[C:18]([C:12]2[N:11]=[C:10]3[C:9]4[CH:26]=[CH:27][C:6]([CH:4]5[CH2:3][N:2]([CH2:39][C:38]([NH:37][CH3:36])=[O:41])[CH2:5]5)=[CH:7][C:8]=4[O:17][CH2:16][CH2:15][N:14]3[CH:13]=2)=[N:22][CH:21]=[N:20]1)([CH3:24])[CH3:25] |f:0.1,2.3.4.5|. Reported procedure: A solution of 8-azetidin-3-yl-2-(2-isopropyl-2H-[1,2,4]triazol-3-yl)-4,5-dihydro-6-oxa-1,3a-diaza-benzo[e]azulene hydrochloride from Example 65 (70 mg, 0.2 mmol) in NMP (2 mL) was treated with sodium phosphate tribasic (85 mg, 0.6 mmol) then N-methyl-2-chloro acetamide (24 mg, 0.22 mmol) in NMP (0.2 mL) and the mixture stirred at RT for 18 h. The mixture was loaded onto an Isolute® SCX-2 cartridge eluting with MeOH then 2M NH3 in MeOH. Appropriate fractions were combined and concentrated in vacu... Starting materials: C1CCOC1, CO, CCC(C(O)c1ccnc(OC)c1)[N+](=O)[O-], O=C[O-], [NH4+]. Product: CCC(N)C(O)c1ccnc(OC)c1. As a reaction SMILES: [CH2:21]1[O:22][CH2:23][CH2:24][CH2:25]1.[CH3:26][OH:27].[CH3:5][O:6][c:7]1[n:8][cH:9][cH:10][c:11]([CH:13]([CH:14]([CH2:15][CH3:16])[N+:17]([O-:18])=[O:19])[OH:20])[cH:12]1.[CH:1]([O-:2])=[O:3].[NH4+:4]>>[CH3:5][O:6][c:7]1[n:8][cH:9][cH:10][c:11]([CH:13]([CH:14]([CH2:15][CH3:16])[NH2:17])[OH:20])[cH:12]1.